From a dataset of the Open Reaction Database (ORD), a public repository of structured organic reaction records. describe an organic reaction: reactants, conditions, products, and yield Yields the product Cc1csc(NC(=O)Cn2c3c(c4c(Br)cccc42)CCNCC3)n1. Reactants: Cc1csc(NC(=O)Cn2c3c(c4c(Br)cccc42)CCN(C(=O)OC(C)(C)C)CC3)n1, ClCCl. Reaction SMILES: [Br:1][c:2]1[c:3]2[c:4]3[c:5]([n:6]([CH2:11][C:12](=[O:13])[NH:14][c:15]4[s:16][cH:17][c:18]([CH3:20])[n:19]4)[c:7]2[cH:8][cH:9][cH:10]1)[CH2:21][CH2:22][N:23]([C:26]([O:27][C:28]([CH3:29])([CH3:30])[CH3:31])=[O:32])[CH2:24][CH2:25]3.[Cl:33][CH2:34][Cl:35]>>[Br:1][c:2]1[c:3]2[c:4]3[c:5]([n:6]([CH2:11][C:12](=[O:13])[NH:14][c:15]4[s:16][cH:17][c:18]([CH3:20])[n:19]4)[c:7]2[cH:8][cH:9][cH:10]1)[CH2:21][CH2:22][NH:23][CH2:24][CH2:25]3. Product: N1(CCC1)C1=NC=NN2C1=C(N=C2C)C=2C=NN(C2)C (4-(azetidin-1-yl)-7-methyl-5-(1-methyl-1H-pyrazol-4-yl)imidazo[5,1-f][1,2,4]triazine). The reactants are N1CCC1 (azetidine), ClC1=NC=NN2C1=C(N=C2C)C=2C=NN(C2)C (4-chloro-7-methyl-5-(1-methyl-1H-pyrazol-4-yl)imidazo[5,1-f][1,2,4]triazine), COC(C)(C)C (tert-Butyl methyl ether), C([O-])(O)=O.[Na+] (sodium bicarbonate). Conditions: time 5 minute. Reported procedure: A solution of azetidine (9.21 g, 161 mmol) in dichloromethane (75 mL) was added to a solution of 4-chloro-7-methyl-5-(1-methyl-1H-pyrazol-4-yl)imidazo[5,1-f][1,2,4]triazine (38.14 g, 153.4 mmol) in dichloromethane (310 mL). After stirring for 5 minutes, the reaction was treated with aqueous sodium bicarbonate solution (0.89 M, 260 mL, 231 mmol) and vigorously stirred for 2 hours. After the phases separated, a white solid was collected by filtration and mixed with water and dichloromethane; it di... The solvent is ClCCl (dichloromethane), ClCCl (dichloromethane). As a reaction SMILES: [NH:1]1[CH2:4][CH2:3][CH2:2]1.Cl[C:6]1[C:11]2=[C:12]([C:16]3[CH:17]=[N:18][N:19]([CH3:21])[CH:20]=3)[N:13]=[C:14]([CH3:15])[N:10]2[N:9]=[CH:8][N:7]=1.C(=O)(O)[O-].[Na+].COC(C)(C)C>ClCCl>[N:1]1([C:6]2[C:11]3=[C:12]([C:16]4[CH:17]=[N:18][N:19]([CH3:21])[CH:20]=4)[N:13]=[C:14]([CH3:15])[N:10]3[N:9]=[CH:8][N:7]=2)[CH2:4][CH2:3][CH2:2]1 |f:2.3|. Yields the product COC1=CC=C(CN2C(C(=C(C2=O)C)C)=O)C=C1 (1-(4-Methoxybenzyl)-3,4-dimethylpyrrole-2,5-dione). Reported procedure: 2,3-Dimethylmaleic anhydride (1 g, 7.9 mmol) and 4-methoxybenzylamine (1 mL, 7.9 mmol) were heated to reflux in 5 mL glacial acetic acid for 4.5 h. Solvent was evaporated. The residue was taken up in EtOAc and washed with sat'd aq NaHCO3, water, and brine. The organic phase was dried (MgSO4), filtered, and evaporated. The title compound was obtained as a solid and used without further purification (1.9 g, quant). Reactants: C/C=1/C(=O)OC(\C1\C)=O (2,3-Dimethylmaleic anhydride), COC1=CC=C(CN)C=C1 (4-methoxybenzylamine). Solvent: C(C)(=O)O (acetic acid). RXN SMILES: [CH3:1][C:2]1[C:3]([O:5][C:6](=[O:9])[C:7]=1[CH3:8])=O.[CH3:10][O:11][C:12]1[CH:19]=[CH:18][C:15]([CH2:16][NH2:17])=[CH:14][CH:13]=1>C(O)(=O)C>[CH3:10][O:11][C:12]1[CH:19]=[CH:18][C:15]([CH2:16][N:17]2[C:6](=[O:9])[C:7]([CH3:8])=[C:2]([CH3:1])[C:3]2=[O:5])=[CH:14][CH:13]=1. Starting materials: C(C)(C)(C)OC(=O)[C@@H](CCCC1=CC=CC=C1)[C@H](C(=O)NNC(CNC(=O)OCC1=CC=CC=C1)=O)CC(C)C (2(R)-[1(S)-(tert-butoxycarbonyl)-4-phenylbutyl]-2′-[N-(benzyloxycarbonyl)-glycinyl]-4-methylvalerohydrazide). The reagents and catalysts are [Pd] (palladium-on-carbon). Run in CO (methanol). Product: C(C)(C)(C)OC(=O)[C@@H](CCCC1=CC=CC=C1)[C@H](C(=O)NNC(CN)=O)CC(C)C (2(R)-[1(S)-(tert-butoxycarbonyl)-4-phenylbutyl]-2′-glycinyl-4-methylvalerohydrazide). Isolated yield 98.4%. As a reaction SMILES: [C:1]([O:5][C:6]([C@H:8]([C@@H:18]([CH2:37][CH:38]([CH3:40])[CH3:39])[C:19]([NH:21][NH:22][C:23](=[O:36])[CH2:24][NH:25]C(OCC1C=CC=CC=1)=O)=[O:20])[CH2:9][CH2:10][CH2:11][C:12]1[CH:17]=[CH:16][CH:15]=[CH:14][CH:13]=1)=[O:7])([CH3:4])([CH3:3])[CH3:2]>CO.[Pd]>[C:1]([O:5][C:6]([C@H:8]([C@@H:18]([CH2:37][CH:38]([CH3:40])[CH3:39])[C:19]([NH:21][NH:22][C:23](=[O:36])[CH2:24][NH2:25])=[O:20])[CH2:9][CH2:10][CH2:11][C:12]1[CH:17]=[CH:16][CH:15]=[CH:14][CH:13]=1)=[O:7])([CH3:2])([CH3:4])[CH3:3]. Procedure details: A solution of 2.95 g of 2(R)-[1(S)-(tert-butoxycarbonyl)-4-phenylbutyl]-2′-[N-(benzyloxycarbonyl)-glycinyl]-4-methylvalerohydrazide in 30 ml of methanol was hydrogenated in the presence of 0.300 g of 5% palladium-on-carbon for 0.5 hours. The mixture was filtered and evaporated to give 2.2 g of 2(R)-[1(S)-(tert-butoxycarbonyl)-4-phenylbutyl]-2′-glycinyl-4-methylvalerohydrazide in the form of a white foam. Starting materials: CC(C)C[AlH]CC(C)C, CCOC(=O)CC1=Cc2ccccc2CC1, [Cl-], ClCCl, Cl, [NH4+]. Yields the product O=CCC1=Cc2ccccc2CC1. RXN SMILES: [CH3:17][CH:18]([CH2:19][AlH:20][CH2:21][CH:22]([CH3:23])[CH3:24])[CH3:25].[CH:1]1=[C:2]([CH2:11][C:12](=[O:13])[O:14][CH2:15][CH3:16])[CH2:3][CH2:4][c:5]2[cH:6][cH:7][cH:8][cH:9][c:10]21.[Cl-:26].[Cl:29][CH2:30][Cl:31].[ClH:28].[NH4+:27]>>[CH:1]1=[C:2]([CH2:11][CH:12]=[O:13])[CH2:3][CH2:4][c:5]2[cH:6][cH:7][cH:8][cH:9][c:10]21. The reactants are OCCN1c2ccccc2COc2ccccc21, Cc1ccc(S(=O)(=O)Cl)cc1, c1ccncc1. The product is Cc1ccc(S(=O)(=O)OCCN2c3ccccc3COc3ccccc32)cc1. Reaction SMILES: [OH:1][CH2:2][CH2:3][N:4]1[c:5]2[c:6]([cH:15][cH:16][cH:17][cH:18]2)[O:7][CH2:8][c:9]2[c:10]1[cH:11][cH:12][cH:13][cH:14]2.[c:19]1([CH3:29])[cH:20][cH:21][c:22]([S:25](=[O:26])(=[O:27])[Cl:28])[cH:23][cH:24]1.[cH:30]1[cH:31][cH:32][n:33][cH:34][cH:35]1>>[O:1]([CH2:2][CH2:3][N:4]1[c:5]2[c:6]([cH:15][cH:16][cH:17][cH:18]2)[O:7][CH2:8][c:9]2[c:10]1[cH:11][cH:12][cH:13][cH:14]2)[S:25]([c:22]1[cH:21][cH:20][c:19]([CH3:29])[cH:24][cH:23]1)(=[O:26])=[O:27].